Dataset: the Open Reaction Database (ORD), a public repository of structured organic reaction records. Task: describe an organic reaction: reactants, conditions, products, and yield The yield is 78.2%. The product is N1=C(C=CC2=CC=CC=C12)COC1=NOC(=C1)C(=O)OC (methyl 3-(2-quinolylmethoxy)-5-isoxazolecarboxylate). Starting materials: OC1=NOC(=C1)C(=O)OC (methyl 3-hydroxyisoxazole-5-carboxylate), Cl.ClCC1=NC2=CC=CC=C2C=C1 (2-chloromethylquinoline hydrochloride), C([O-])([O-])=O.[K+].[K+] (potassium carbonate), CN(C=O)C (N,N-dimethylformamide). Procedure: A mixture of methyl 3-hydroxyisoxazole-5-carboxylate (5.01 g), 2-chloromethylquinoline hydrochloride (8.99 g), potassium carbonate (14.50 g) and N,N-dimethylformamide (100 ml) was stirred at 60° C. for 2 hours. The reaction mixture was poured into water, which was extracted with ethyl acetate. The ethyl acetate layer was washed with saturated aqueous sodium chloride solution, dried (MgSO4), and concentrated. The residue was subjected to silica gel column chromatography to obtain methyl 3-(2-quin... Solvent: O (water). Run at temperature 60 celsius, time 2 hour. RXN SMILES: [OH:1][C:2]1[CH:6]=[C:5]([C:7]([O:9][CH3:10])=[O:8])[O:4][N:3]=1.Cl.Cl[CH2:13][C:14]1[CH:23]=[CH:22][C:21]2[C:16](=[CH:17][CH:18]=[CH:19][CH:20]=2)[N:15]=1.C(=O)([O-])[O-].[K+].[K+].CN(C)C=O>O>[N:15]1[C:16]2[C:21](=[CH:20][CH:19]=[CH:18][CH:17]=2)[CH:22]=[CH:23][C:14]=1[CH2:13][O:1][C:2]1[CH:6]=[C:5]([C:7]([O:9][CH3:10])=[O:8])[O:4][N:3]=1 |f:1.2,3.4.5|. Starting materials: O1C(CCCC1)O[C@@H]1CC[C@H](CC1)CO ((+/−)-[trans-4-(tetrahydro-2H-pyran-2-yloxy)cyclohexyl]methanol), BrC1=CC=C(C=C1)O (4-bromophenol), BrC1=CC=C(OC[C@H]2CC[C@H](CC2)OC2OCCCC2)C=C1 ((+/−)-2-({cis-4-[(4-bromophenoxy)methyl]cyclohexyl}oxy)tetrahydro-2H-pyran). Yields the product BrC1=CC=C(OC[C@@H]2CC[C@H](CC2)OC2OCCCC2)C=C1 ((+/−)-2-({trans-4-[(4-bromophenoxy)methyl]cyclohexyl}oxy)tetrahydro-2H-pyran). Isolated yield 70.3%. Reaction SMILES: O1CCCCC1O[C@H]1CC[C@H](CO)CC1.BrC1C=CC(O)=CC=1.[Br:24][C:25]1[CH:45]=[CH:44][C:28]([O:29][CH2:30][C@@H:31]2[CH2:36][CH2:35][C@H:34]([O:37][CH:38]3[CH2:43][CH2:42][CH2:41][CH2:40][O:39]3)[CH2:33][CH2:32]2)=[CH:27][CH:26]=1>>[Br:24][C:25]1[CH:26]=[CH:27][C:28]([O:29][CH2:30][C@H:31]2[CH2:32][CH2:33][C@H:34]([O:37][CH:38]3[CH2:43][CH2:42][CH2:41][CH2:40][O:39]3)[CH2:35][CH2:36]2)=[CH:44][CH:45]=1. Procedure details: The title compound (987 mg, 70.3%) was prepared from (+/−)-[trans-4-(tetrahydro-2H-pyran-2-yloxy)cyclohexyl]methanol (815 mg, 3.80 mmol) and 4-bromophenol (0.724 g, 4.18 mmol) by a procedure analogous to that described for (+/−)-2-({cis-4-[(4-bromophenoxy)methyl]cyclohexyl}oxy)tetrahydro-2H-pyran, Example 8, Step C. 1H NMR (400 MHz, CHLOROFORM-d) δ ppm 1.02-1.35 (m, 3H) 1.36-1.64 (m, 5H) 1.66-1.90 (m, 3H) 1.90-2.01 (m, 2H) 2.02-2.18 (m, 2H) 3.51 (dt, J=11.02, 5.22 Hz, 1H) 3.61 (tt, J=10.98, 4.24... As a reaction SMILES: [CH2:11]([C:12]([CH3:13])([CH3:14])[CH3:15])[NH2:16].[Cl:17][CH2:18][Cl:19].[F:1][c:2]1[cH:3][cH:4][c:5]([N:8]=[C:9]=[S:10])[cH:6][cH:7]1>>[F:1][c:2]1[cH:3][cH:4][c:5]([NH:8][C:9](=[S:10])[NH:16][CH2:11][C:12]([CH3:13])([CH3:14])[CH3:15])[cH:6][cH:7]1. The product is CC(C)(C)CNC(=S)Nc1ccc(F)cc1. Reactants: CC(C)(C)CN, ClCCl, Fc1ccc(N=C=S)cc1. RXN SMILES: C(=O)([O-])[O-].[Na+].[Na+].Br[CH:8](Br)[C:9]([C:11]([F:14])([F:13])[F:12])=O.[NH2:16][CH:17]([C:21]1[CH:26]=[C:25]([O:27][CH3:28])[C:24]([Cl:29])=[CH:23][C:22]=1[F:30])[C:18]([NH2:20])=[O:19].Cl>O>[Cl:29][C:24]1[C:25]([O:27][CH3:28])=[CH:26][C:21]([C:17]2[C:18](=[O:19])[NH:20][C:9]([C:11]([F:14])([F:13])[F:12])=[CH:8][N:16]=2)=[C:22]([F:30])[CH:23]=1 |f:0.1.2|. Yields the product desired compound, ClC1=CC(=C(C=C1OC)C=1C(NC(=CN1)C(F)(F)F)=O)F (3-(4-chloro-2-fluoro-5-methoxyphenyl)-6-trifluoromethyl-2-oxo-1,2-dihydropyrazine). Run in O (water), O (water). Procedure: To a mixed solution of 17.2 g of sodium carbonate and 61 ml of water was added dropwise 10.9 g of 1,1-dibromo-3,3,3-trifluoroacetone at such a rate that the temperature of the reaction mixture became not higher than 55° C. After completion of the dropwise addition, the mixture was stirred at room temperature for 30 minutes, followed by adding 84 ml of water and then 7.10 g of 2-amino-2-(4-chloro-2-fluoro-5-methoxyphenyl)acetamide, and the reaction was allowed to proceed at 60° C. for 2 hours. Af... Conditions: time 30 minute. The reactants are NC(C(=O)N)C1=C(C=C(C(=C1)OC)Cl)F (2-amino-2-(4-chloro-2-fluoro-5-methoxyphenyl)acetamide), Cl (hydrochloric acid), C([O-])([O-])=O.[Na+].[Na+] (sodium carbonate), BrC(C(=O)C(F)(F)F)Br (1,1-dibromo-3,3,3-trifluoroacetone). Reactants: Cl (hydrochloric acid), zinc amalgam, ClC1=CC=C(C2OC3=CC=CC=C3C(C2)=O)C=C1 (4'-Chloroflavanone). Solvent: C(C)(=O)O (acetic acid). Conditions: time 1 hour. The product is ClC1=CC=C(C2OC3=CC=CC=C3CC2)C=C1 (4'-chloroflavan). As a reaction SMILES: [Cl:1][C:2]1[CH:18]=[CH:17][C:5]([CH:6]2[CH2:15][C:14](=O)[C:13]3[C:8](=[CH:9][CH:10]=[CH:11][CH:12]=3)[O:7]2)=[CH:4][CH:3]=1.Cl>C(O)(=O)C>[Cl:1][C:2]1[CH:3]=[CH:4][C:5]([CH:6]2[CH2:15][CH2:14][C:13]3[C:8](=[CH:9][CH:10]=[CH:11][CH:12]=3)[O:7]2)=[CH:17][CH:18]=1. Procedure: 4'-Chloroflavanone (4.0 g.) was dissolved in acetic acid (150 ml.) and concentrated hydrochloric acid (20 ml.) and added to wet zinc amalgam (prepared from zinc powder (80 g.) and mercuric chloride (6.4 g.)). The reaction mixture was stirred for 1 hr. then allowed to stand overnight. The residual zinc was filtered off and washed with water, and the filtrate and washings combined and diluted with water. The oily product was extracted into ether, and the extract washed with water and saturated sod... The reactants are C(C)(C)(C)O (tert-butyl alcohol), C1(=CC=CC=C1)CC(=O)O (phenylacetic acid), C(CCC)N(CCCC)CCCC (tri-n-butylamine), [I-].BrC1=[N+](C=CC=C1)C (2-bromo-1-methylpyridinium iodide). The solvent is C1(=CC=CC=C1)C (toluene), C1(=CC=CC=C1)C (toluene). The product is C1(=CC=CC=C1)CC(=O)OC(C)(C)C (tert-butyl phenylacetate). Yield: 82.0%. RXN SMILES: [I-].BrC1C=CC=C[N+]=1C.[C:10]([OH:14])([CH3:13])([CH3:12])[CH3:11].[C:15]1([CH2:21][C:22](O)=[O:23])[CH:20]=[CH:19][CH:18]=[CH:17][CH:16]=1.C(N(CCCC)CCCC)CCC>C1(C)C=CC=CC=1>[C:15]1([CH2:21][C:22]([O:14][C:10]([CH3:13])([CH3:12])[CH3:11])=[O:23])[CH:20]=[CH:19][CH:18]=[CH:17][CH:16]=1 |f:0.1|. Reported procedure: To a suspended toluene (2 ml) solution of 2-bromo-1-methylpyridinium iodide (720 mg, 2.4 mmol) was added a mixture of tert-butyl alcohol (148 mg, 2.0 mmol), phenylacetic acid (272 mg, 2.0 mmol) and tri-n-butylamine (888 mg, 4.8 mmol) in toluene (2 ml), and the resulting mixture was refluxed for 3 hours. After evaporation of the solvent, the residue was separated by silica gel column chromatography, and tert-butyl phenylacetate was isolated in 82% yield.